From a dataset of the Open Reaction Database (ORD), a public repository of structured organic reaction records. describe an organic reaction: reactants, conditions, products, and yield Starting materials: C(OC)([O-])=O (methyl carbonate), N#N (N2), COC(=O)O[C@@H]1[C@]2(C)[C@@H](CC1)[C@@H]1CC[C@H]3CC(CC[C@]3(C)[C@H]1CC2)=O (17β-methoxycarbonyloxy-5α-androstan-3-one), ( b ). Run in C1(=CC=CC=C1)C (toluene). Product: C[C@@]12C=CC[C@H]1[C@@H]1CC[C@H]3CC(CC[C@]3(C)[C@H]1CC2)=O (5α-Androst-16-en-3-one). Isolated yield 85.4%. Reaction SMILES: C(=O)([O-])OC.COC(O[C@H:11]1[CH2:16][CH2:15][C@H:14]2[C@H:17]3[C@H:27]([CH2:28][CH2:29][C@:12]12[CH3:13])[C@:25]1([CH3:26])[C@H:20]([CH2:21][C:22](=[O:30])[CH2:23][CH2:24]1)[CH2:19][CH2:18]3)=O.N#N>C1(C)C=CC=CC=1>[CH3:13][C@:12]12[CH2:29][CH2:28][C@H:27]3[C@@H:17]([CH2:18][CH2:19][C@@H:20]4[C@:25]3([CH3:26])[CH2:24][CH2:23][C:22](=[O:30])[CH2:21]4)[C@@H:14]1[CH2:15][CH:16]=[CH:11]2. Reported procedure: This synthesis is depicted in FIG. 1. A solution of the methyl carbonate, 17β-methoxycarbonyloxy-5α-androstan-3-one (II) (9.6 g, 27.6 mmol) in toluene (200 ml) was pyrolyzed (b) in a Pyrex glass column (l=10 m, φ=9 mm) at 480° (N2 stream ca. 11 ml/min) at a rate of ca. 1 g/h. The crude product (collected in two liquid N2 -cooled traps) was washed with sat. aq. NaHCO3 - and NaCl-solution, dried (Na2SO4) and evaporated. The residue (7.24 g, 97%) was recrystallized from PE at 0° to give 6.42 g (87%... The product is COC(=O)C1=C(OS(=O)(=O)C(F)(F)F)CCC1. The reactants are ClCCl, CCN(C(C)C)C(C)C, O=S(=O)(OS(=O)(=O)C(F)(F)F)C(F)(F)F, COC(=O)C1CCCC1=O. As a reaction SMILES: [CH2:35]([Cl:36])[Cl:37].[CH:26]([N:27]([CH2:28][CH3:29])[CH:30]([CH3:31])[CH3:32])([CH3:33])[CH3:34].[F:1][C:2]([F:3])([F:4])[S:5](=[O:6])(=[O:7])[O:8][S:9]([C:10]([F:11])([F:12])[F:13])(=[O:14])=[O:15].[O:16]=[C:17]1[CH:18]([C:22](=[O:23])[O:24][CH3:25])[CH2:19][CH2:20][CH2:21]1>>[F:1][C:2]([F:3])([F:4])[S:5](=[O:6])(=[O:7])[O:8][C:17]1=[C:18]([C:22](=[O:23])[O:24][CH3:25])[CH2:19][CH2:20][CH2:21]1. The reactants are C1CC(OC1)N2C=C(C(=O)NC2=O)F (TS-1), O (water), CCC1(CC[Se]C(=N1)C2=CC=C(C=C2)C)O (TS-2), C1CC(OC1)N2C=C(C(=O)NC2=O)F (TS-1), CCC1(CC[Se]C(=N1)C2=CC=C(C=C2)C)O (TS-2), zirconia, CCC1(CC[Se]C(=N1)C2=CC=C(C=C2)C)O (TS-2), CCC1(CC[Se]C(=N1)C2=CC=C(C=C2)C)O (TS-2), C(C1=CC=CC=C1)(=O)OCC(CC(CC)O)CC (4-hydroxy-(2'-ethylhexyl) benzoate), O (water), O (water). The solvent is C(C)(=O)OCC (ethyl acetate). Run at time 123 hour. Product: C(C1=CC=CC=C1)(=O)OCCCC(CCCCC)O (4-hydroxy-nonyl benzoate), CCC1(CC[Se]C(=N1)C2=CC=C(C=C2)C)O (TS-2). Reaction SMILES: [C:1]([O:9][CH2:10][CH:11](CC)[CH2:12][CH:13]([OH:16])[CH2:14][CH3:15])(=[O:8])[C:2]1[CH:7]=[CH:6][CH:5]=[CH:4][CH:3]=1.O.[CH2:20]1[CH2:24]OC(N2C(=O)NC(=O)C(F)=C2)[CH2:21]1.[CH3:34][CH2:35][C:36]1([OH:49])[N:41]=[C:40]([C:42]2[CH:47]=[CH:46][C:45]([CH3:48])=[CH:44][CH:43]=2)[Se:39][CH2:38][CH2:37]1>C(OCC)(=O)C>[C:1]([O:9][CH2:10][CH2:11][CH2:12][CH:13]([OH:16])[CH2:14][CH2:15][CH2:21][CH2:20][CH3:24])(=[O:8])[C:2]1[CH:3]=[CH:4][CH:5]=[CH:6][CH:7]=1.[CH3:34][CH2:35][C:36]1([OH:49])[N:41]=[C:40]([C:42]2[CH:47]=[CH:46][C:45]([CH3:48])=[CH:44][CH:43]=2)[Se:39][CH2:38][CH2:37]1. Procedure details: A comparison thermal solvent dispersion 4-hydroxy-(2'-ethylhexyl) benzoate (TS-1), a liquid at room temperature, is prepared by similar means. An aqueous solution of 10% (w/w) aqueous DA-9 (6 g), 8.3% aqueous gelatin (about 54 g), and water (74.9 g) is combined with 15 g TS-1, stirred, passed through a colloid mill 5 times, chill set, and stored in the cold until it is used for melt preparation. This colloid milled dispersion is designated a TS-1 CM dispersion. A solid particle thermal solvent d... The reactants are C(C)(=O)O (acetic acid), N1CCC(CC1)C1=CC=C(C=C1)NC(=O)N1CC(C1)C=1C=NC=CC1 (N-(4-(piperidin-4-yl)phenyl)-3-(pyridin-3-yl)azetidine-1-carboxamide), bistrifluoroacetic acid, C(#N)[BH3-] (cyanoborohydride), C1(CCCC1)C=O (cyclopentanecarbaldehyde). The solvent is CO (methanol), CO (methanol). Conditions: temperature 70 celsius, time 1 hour. Yields the product C1(CCCC1)CN1CCC(CC1)C1=CC=C(C=C1)NC(=O)N1CC(C1)C=1C=NC=CC1 (N-{4-[1-(cyclopentylmethyl)piperidin-4-yl]phenyl}-3-(pyridin-3-yl)azetidine-1-carboxamide). RXN SMILES: [NH:1]1[CH2:6][CH2:5][CH:4]([C:7]2[CH:12]=[CH:11][C:10]([NH:13][C:14]([N:16]3[CH2:19][CH:18]([C:20]4[CH:21]=[N:22][CH:23]=[CH:24][CH:25]=4)[CH2:17]3)=[O:15])=[CH:9][CH:8]=2)[CH2:3][CH2:2]1.[CH:26]1([CH:31]=O)[CH2:30][CH2:29][CH2:28][CH2:27]1.C(O)(=O)C.C([BH3-])#N>CO>[CH:26]1([CH2:31][N:1]2[CH2:6][CH2:5][CH:4]([C:7]3[CH:8]=[CH:9][C:10]([NH:13][C:14]([N:16]4[CH2:19][CH:18]([C:20]5[CH:21]=[N:22][CH:23]=[CH:24][CH:25]=5)[CH2:17]4)=[O:15])=[CH:11][CH:12]=3)[CH2:3][CH2:2]2)[CH2:30][CH2:29][CH2:28][CH2:27]1. Procedure: In a 20 mL vial was added N-(4-(piperidin-4-yl)phenyl)-3-(pyridin-3-yl)azetidine-1-carboxamide, bistrifluoroacetic acid (67 mg, 0.12 mmol) dissolved in methanol, (2.0 mL) followed by the addition of cyclopentanecarbaldehyde (13 mg, 0.13 mmol) dissolved in methanol (0.45 mL), followed by the addition of acetic acid neat (68 μL, 1.2 mmol). The reaction mixture was shaken for 1 hour at 70° C. After that, MP-cyanoborohydride (272 mg, 2-3 mmol/g) resin was added and the resulting mixture was shaken a... The reactants are COc1cc2ncnc(Oc3ccc(N)cc3)c2cc1OC, CO, ClC(Cl)Cl, Cc1ccccc1N=C=O. The product is COc1cc2ncnc(Oc3ccc(NC(=O)Nc4ccccc4C)cc3)c2cc1OC. Reaction SMILES: [CH3:1][O:2][c:3]1[cH:4][c:5]2[c:6]([O:15][c:16]3[cH:17][cH:18][c:19]([NH2:20])[cH:21][cH:22]3)[n:7][cH:8][n:9][c:10]2[cH:11][c:12]1[O:13][CH3:14].[CH3:33][OH:34].[CH:35]([Cl:36])([Cl:37])[Cl:38].[c:23]1([CH3:32])[c:24]([N:29]=[C:30]=[O:31])[cH:25][cH:26][cH:27][cH:28]1>>[CH3:1][O:2][c:3]1[cH:4][c:5]2[c:6]([O:15][c:16]3[cH:17][cH:18][c:19]([NH:20][C:30]([NH:29][c:24]4[c:23]([CH3:32])[cH:28][cH:27][cH:26][cH:25]4)=[O:31])[cH:21][cH:22]3)[n:7][cH:8][n:9][c:10]2[cH:11][c:12]1[O:13][CH3:14].